This data is from the Open Reaction Database (ORD), a public repository of structured organic reaction records. The task is: describe an organic reaction: reactants, conditions, products, and yield The reactants are COC(=O)c1ccc(Br)cc1Nc1ccc(F)cc1, O=C([O-])O, CCOC(C)=O, Cc1ccccc1, CCO, [Na+], O, c1ccc(P(c2ccccc2)(c2ccccc2)[Pd](P(c2ccccc2)(c2ccccc2)c2ccccc2)(P(c2ccccc2)(c2ccccc2)c2ccccc2)P(c2ccccc2)(c2ccccc2)c2ccccc2)cc1. Product: COC(=O)c1ccc(C=Cc2ccccc2)cc1Nc1ccc(F)cc1. Reaction SMILES: [Br:11][c:12]1[cH:13][c:14]([NH:22][c:23]2[cH:24][cH:25][c:26]([F:29])[cH:27][cH:28]2)[c:15]([C:16](=[O:17])[O:18][CH3:19])[cH:20][cH:21]1.[C:30](=[O:31])([O-:32])[OH:33].[CH3:113][CH2:114][O:115][C:116](=[O:117])[CH3:118].[CH3:1][c:2]1[cH:3][cH:4][cH:5][cH:6][cH:7]1.[CH3:8][CH2:9][OH:10].[Na+:34].[OH2:112].[cH:35]1[cH:36][cH:37][c:38]([P:39]([Pd:40]([P:41]([c:42]2[cH:43][cH:44][cH:45][cH:46][cH:47]2)([c:48]2[cH:49][cH:50][cH:51][cH:52][cH:53]2)[c:54]2[cH:55][cH:56][cH:57][cH:58][cH:59]2)([P:60]([c:61]2[cH:62][cH:63][cH:64][cH:65][cH:66]2)([c:67]2[cH:68][cH:69][cH:70][cH:71][cH:72]2)[c:73]2[cH:74][cH:75][cH:76][cH:77][cH:78]2)[P:79]([c:80]2[cH:81][cH:82][cH:83][cH:84][cH:85]2)([c:86]2[cH:87][cH:88][cH:89][cH:90][cH:91]2)[c:92]2[cH:93][cH:94][cH:95][cH:96][cH:97]2)([c:98]2[cH:99][cH:100][cH:101][cH:102][cH:103]2)[c:104]2[cH:105][cH:106][cH:107][cH:108][cH:109]2)[cH:110][cH:111]1>>[CH:1]([c:2]1[cH:3][cH:4][cH:5][cH:6][cH:7]1)=[CH:8][c:12]1[cH:13][c:14]([NH:22][c:23]2[cH:24][cH:25][c:26]([F:29])[cH:27][cH:28]2)[c:15]([C:16](=[O:17])[O:18][CH3:19])[cH:20][cH:21]1. The reactants are [Si](C1=CC=CC=C1)(C1=CC=CC=C1)(C(C)(C)C)OCCC#N (3-{[tert-butyl(diphenyl)silyl]oxy}propanenitrile), Cl.NO (hydroxylamine hydrochloride), C([O-])(O)=O.[Na+] (sodium bicarbonate). Solvent: CO (methanol). Yields the product [Si](C1=CC=CC=C1)(C1=CC=CC=C1)(C(C)(C)C)OCC/C(/N)=N/O ((1Z)-3-{[tert-Butyl(diphenyl)silyl]oxy}-N′-hydroxypropanimidamide). RXN SMILES: [Si:1]([O:18][CH2:19][CH2:20][C:21]#[N:22])([C:14]([CH3:17])([CH3:16])[CH3:15])([C:8]1[CH:13]=[CH:12][CH:11]=[CH:10][CH:9]=1)[C:2]1[CH:7]=[CH:6][CH:5]=[CH:4][CH:3]=1.Cl.[NH2:24][OH:25].C(=O)(O)[O-].[Na+]>CO>[Si:1]([O:18][CH2:19][CH2:20]/[C:21](=[N:24]/[OH:25])/[NH2:22])([C:14]([CH3:16])([CH3:17])[CH3:15])([C:8]1[CH:9]=[CH:10][CH:11]=[CH:12][CH:13]=1)[C:2]1[CH:3]=[CH:4][CH:5]=[CH:6][CH:7]=1 |f:1.2,3.4|. Procedure details: To a solution of 3-{[tert-butyl(diphenyl)silyl]oxy}propanenitrile (4.4 g, 14.2 mmol) in methanol (40 ml) was added hydroxylamine hydrochloride (8.9 g, 128 mmol) and sodium bicarbonate (11.9 g, 142 mmol). The mixture was heated at reflux for 48 hours. The mixture was then cooled to room temperature, the solvent was evaporated, ice water was added, and the resulting solution was extracted with ethyl acetate (2×). The combined organic layers were dried over magnesium sulfate, filtered, and concentr... Starting materials: COC(C(CC(C)C)C1=CC(=NC(=C1)C1=CC=C(C=C1)C(F)(F)F)C1=CC(=CC(=C1)C(F)(F)F)C(F)(F)F)=O (2-[2-(3,5-bis-trifluoromethyl-phenyl)-6-(4-trifluoromethyl-phenyl)-pyridin-4-yl]-4-methyl-pentanoic acid methyl ester), C(CC(O)(C(=O)O)CC(=O)O)(=O)O (citric acid). Solvent: [OH-].[Na+] (NaOH), C1CCOC1 (THF). Product: FC(C=1C=C(C=C(C1)C(F)(F)F)C1=NC(=CC(=C1)C(C(=O)O)CC(C)C)C1=CC=C(C=C1)C(F)(F)F)(F)F (2-[2-(3,5-Bis-trifluoromethyl-phenyl)-6-(4-trifluoromethyl-phenyl)-pyridin-4-yl]-4-methyl-pentanoic acid). Isolated yield 78.0%. Reaction SMILES: C[O:2][C:3](=[O:39])[CH:4]([C:9]1[CH:14]=[C:13]([C:15]2[CH:20]=[CH:19][C:18]([C:21]([F:24])([F:23])[F:22])=[CH:17][CH:16]=2)[N:12]=[C:11]([C:25]2[CH:30]=[C:29]([C:31]([F:34])([F:33])[F:32])[CH:28]=[C:27]([C:35]([F:38])([F:37])[F:36])[CH:26]=2)[CH:10]=1)[CH2:5][CH:6]([CH3:8])[CH3:7].C(O)(=O)CC(CC(O)=O)(C(O)=O)O>[OH-].[Na+].C1COCC1>[F:33][C:31]([F:32])([F:34])[C:29]1[CH:30]=[C:25]([C:11]2[CH:10]=[C:9]([CH:4]([CH2:5][CH:6]([CH3:8])[CH3:7])[C:3]([OH:39])=[O:2])[CH:14]=[C:13]([C:15]3[CH:16]=[CH:17][C:18]([C:21]([F:22])([F:24])[F:23])=[CH:19][CH:20]=3)[N:12]=2)[CH:26]=[C:27]([C:35]([F:36])([F:37])[F:38])[CH:28]=1 |f:2.3|. Procedure details: A solution of 2-[2-(3,5-bis-trifluoromethyl-phenyl)-6-(4-trifluoromethyl-phenyl)-pyridin-4-yl]-4-methyl-pentanoic acid methyl ester (80 mg, 0.14 mmol) in NaOH (1N, 1 mL) and THF (4 mL) was stirred at 40° C. overnight. The mixture was cooled to room temperature, acidified with 10% citric acid, extracted with CH2Cl2 (3×). The organic layer was washed with brine, dried over Na2SO4, filtered and evaporated. The residue was purified by chromatography (5-30% ethyl acetate in CH2Cl2) to give the produc...